Dataset: the Open Reaction Database (ORD), a public repository of structured organic reaction records. Task: describe an organic reaction: reactants, conditions, products, and yield Reactants: [N+](=O)([O-])C=1C=C(C(=O)Cl)C=CC1 (m-nitrobenzoyl chloride), Cl (HCl), [Cl-].[Al+3].[Cl-].[Cl-] (aluminium chloride), ice. Run in ClC1=CC=CC=C1 (chlorobenzene), ClC1=CC=CC=C1 (chlorobenzene). The product is ClC1=CC=C(C=C1)C(C1=CC(=CC=C1)[N+](=O)[O-])=O (4'-chloro-3-nitrobenzophenone). Yield: 147.2%. Reaction SMILES: [Cl-:1].[Al+3].[Cl-].[Cl-].[N+:5]([C:8]1[CH:9]=[C:10]([CH:14]=[CH:15][CH:16]=1)[C:11](Cl)=[O:12])([O-:7])=[O:6].Cl>ClC1C=CC=CC=1>[Cl:1][C:8]1[CH:9]=[CH:10][C:14]([C:11](=[O:12])[C:10]2[CH:14]=[CH:15][CH:16]=[C:8]([N+:5]([O-:7])=[O:6])[CH:9]=2)=[CH:15][CH:16]=1 |f:0.1.2.3|. Procedure details: 30.5 g (0.27 mol) of chlorobenzene and 36 g (0.27 mol) of aluminium chloride are introduced into a 250 cm3 flask and 25 g (0.135 mol) of m-nitrobenzoyl chloride dissolved in 15 cm3 of chlorobenzene are added dropwise. The mixture is heated for 5 hours at between 50° and 60° C. and is then allowed to cool and is hydrolysed with 500 g of ice + 20 cm3 of concentrated HCl (d = 1.18); the batch is extracted with ether and the extract is washed with aqueous sodium hydroxide solution (strength 30 g/l) ... The reactants are COC(=O)c1cnc(Cl)cn1, CCN(C(C)C)C(C)C, Cc1c(-c2ccc(F)cc2)nnc(N2CCNC(C)C2)c1C, C1COCCO1. The product is COC(=O)c1cnc(N2CCN(c3nnc(-c4ccc(F)cc4)c(C)c3C)CC2C)cn1. As a reaction SMILES: [CH3:23][O:24][C:25](=[O:26])[c:27]1[n:28][cH:29][c:30]([Cl:33])[n:31][cH:32]1.[CH:34]([N:35]([CH:36]([CH3:37])[CH3:38])[CH2:39][CH3:40])([CH3:41])[CH3:42].[F:1][c:2]1[cH:3][cH:4][c:5](-[c:8]2[n:9][n:10][c:11]([N:16]3[CH2:17][CH:18]([CH3:22])[NH:19][CH2:20][CH2:21]3)[c:12]([CH3:15])[c:13]2[CH3:14])[cH:6][cH:7]1.[O:43]1[CH2:44][CH2:45][O:46][CH2:47][CH2:48]1>>[F:1][c:2]1[cH:3][cH:4][c:5](-[c:8]2[n:9][n:10][c:11]([N:16]3[CH2:17][CH:18]([CH3:22])[N:19]([c:30]4[cH:29][n:28][c:27]([C:25]([O:24][CH3:23])=[O:26])[cH:32][n:31]4)[CH2:20][CH2:21]3)[c:12]([CH3:15])[c:13]2[CH3:14])[cH:6][cH:7]1. Starting materials: COC12C(CC(C=C1)CC2)=O (1-methoxybicyclo[2.2.2]oct-5-en-2-one). The reagents and catalysts are [Ni] (Ni). The solvent is CO (MeOH). Run at temperature 40 celsius, time 2.5 hour. Yields the product COC12C(CC(CC1)CC2)=O (1-methoxybicyclo[2.2.2]octan-2-one). The yield is 88.4%. RXN SMILES: [CH3:1][O:2][C:3]12[CH2:10][CH2:9][CH:6]([CH:7]=[CH:8]1)[CH2:5][C:4]2=[O:11]>CO.[Ni]>[CH3:1][O:2][C:3]12[CH2:8][CH2:7][CH:6]([CH2:9][CH2:10]1)[CH2:5][C:4]2=[O:11]. Procedure details: To a solution of 1-methoxybicyclo[2.2.2]oct-5-en-2-one (16.5 g, 0.11 mol) in MeOH (250 mL) was added Raney-Ni (3.3 g). The reaction mixture was stirred at 40° C. and 45 psi under H2 atmosphere for 2-3 h (8.0 g, 40%). The resulting mixture was filtered, the filtrate was concentrated in vacuo to produce 1-methoxybicyclo[2.2.2]octan-2-one (15.0 g, 90%). 1H NMR (CDCl3, 400 MHz) δ 3.33 (s, 3H), 2.32 (d, 2H), 2.09 (m, 1H), 1.49-1.95 (m, 8H).